The task is: describe an organic reaction: reactants, conditions, products, and yield. This data is from the Open Reaction Database (ORD), a public repository of structured organic reaction records. Reactants: COC(=O)C=1C(=NC2=C(C=C(C=C2C1C1=CC=CC=C1)Cl)C)Cl (2,6-Dichloro-8-methyl-4-phenyl-quinoline-3-carboxylic acid methyl ester), C(C)NCC (diethylamine). Product: ClC=1C=C2C(=C(C(=NC2=C(C1)C)N(CC)CC)C(=O)O)C1=CC=CC=C1 (6-Chloro-2-diethylamino-8-methyl-4-phenyl-quinoline-3-carboxylic acid). As a reaction SMILES: C[O:2][C:3]([C:5]1[C:6](Cl)=[N:7][C:8]2[C:13]([C:14]=1[C:15]1[CH:20]=[CH:19][CH:18]=[CH:17][CH:16]=1)=[CH:12][C:11]([Cl:21])=[CH:10][C:9]=2[CH3:22])=[O:4].[CH2:24]([NH:26][CH2:27][CH3:28])[CH3:25]>>[Cl:21][C:11]1[CH:12]=[C:13]2[C:8](=[C:9]([CH3:22])[CH:10]=1)[N:7]=[C:6]([N:26]([CH2:27][CH3:28])[CH2:24][CH3:25])[C:5]([C:3]([OH:2])=[O:4])=[C:14]2[C:15]1[CH:16]=[CH:17][CH:18]=[CH:19][CH:20]=1. Reported procedure: The title compound was prepared in analogy to example 40 step D from 2,6-dichloro-8-methyl-4-phenyl-quinoline-3-carboxylic acid methyl ester (prepared as described in example 40 step C) and diethylamine. Brown solid. MS (ESI): 369.1 (M+H)+. The reactants are O.NN (hydrazine hydrate), ClC1=C(C=CC=C1)C(C1=C(C=CC(=C1)[N+](=O)[O-])N1C(=NN=C1CN1C(C=2C(C1=O)=CC=CC2)=O)CN2CCCC2)=O (2'-chloro-5-nitro2-[3-(pyrrolidinomethyl)-5-(phthalimidomethyl)-4H-1,2,4-triazol-4-yl]benzophenone). The solvent is C(C)O (ethanol). Product: [N+](=O)([O-])C=1C=CC2=C(C(=NCC=3N2C(=NN3)CN3CCCC3)C3=C(C=CC=C3)Cl)C1 (8-nitro-1-(pyrrolidinomethyl)-6-(o-chlorophenyl)-4H-s-triazolo[4,3-a][1,4]benzodiazepine). Reaction SMILES: [Cl:1][C:2]1[CH:7]=[CH:6][CH:5]=[CH:4][C:3]=1[C:8](=O)[C:9]1[CH:14]=[C:13]([N+:15]([O-:17])=[O:16])[CH:12]=[CH:11][C:10]=1[N:18]1[C:22]([CH2:23][N:24]2C(=O)C3=CC=CC=C3C2=O)=[N:21][N:20]=[C:19]1[CH2:35][N:36]1[CH2:40][CH2:39][CH2:38][CH2:37]1.O.NN>C(O)C>[N+:15]([C:13]1[CH:12]=[CH:11][C:10]2[N:18]3[C:19]([CH2:35][N:36]4[CH2:40][CH2:39][CH2:38][CH2:37]4)=[N:20][N:21]=[C:22]3[CH2:23][N:24]=[C:8]([C:3]3[CH:4]=[CH:5][CH:6]=[CH:7][C:2]=3[Cl:1])[C:9]=2[CH:14]=1)([O-:17])=[O:16] |f:1.2|. Reported procedure: In the manner given in Example 27, 2'-chloro-5-nitro2-[3-(pyrrolidinomethyl)-5-(phthalimidomethyl)-4H-1,2,4-triazol-4-yl]benzophenone is heated in ethanol with hydrazine hydrate to give 8-nitro-1-(pyrrolidinomethyl)-6-(o-chlorophenyl)-4H-s-triazolo[4,3-a][1,4]benzodiazepine. The reactants are C(O)(O)=O.[Na+].C([O-])([O-])=O.C(O)(O)=O.[Na+] (sodium sesquicarbonate), C(O)(O)=O.[Na+].C([O-])([O-])=O.C(O)(O)=O.[Na+] (sodium sesquicarbonate), [N+](=O)([O-])[O-].[K+] (KNO3), [O-]P(=O)([O-])OP(=O)([O-])OP(=O)([O-])[O-].[Na+].[Na+].[Na+].[Na+].[Na+] (STPP), [O-]P(=O)([O-])OP(=O)([O-])OP(=O)([O-])[O-].[Na+].[Na+].[Na+].[Na+].[Na+] (STPP). Run at time 1 hour. Yields the product [O-]P(=O)([O-])OP(=O)([O-])[O-].[Na+].[Na+].[Na+].[Na+] (TSPP), metaphosphate, [O-]P(=O)([O-])OP(=O)([O-])OP(=O)([O-])[O-].[Na+].[Na+].[Na+].[Na+].[Na+] (STPP). Yield: 80.0%. Reaction SMILES: [O-:1][P:2]([O:5][P:6]([O:9][P:10]([O-:13])([O-:12])=[O:11])([O-:8])=[O:7])([O-:4])=[O:3].[Na+:14].[Na+].[Na+].[Na+].[Na+].C(=O)(O)O.[Na+].C(=O)([O-])[O-].C(=O)(O)O.[Na+].[N+]([O-])([O-])=O.[K+]>>[O-:3][P:2]([O:5][P:6]([O-:9])([O-:8])=[O:7])([O-:4])=[O:1].[Na+:14].[Na+:14].[Na+:14].[Na+:14].[O-:13][P:10]([O:9][P:6]([O:5][P:2]([O-:4])([O-:3])=[O:1])([O-:8])=[O:7])([O-:12])=[O:11].[Na+:14].[Na+:14].[Na+:14].[Na+:14].[Na+:14] |f:0.1.2.3.4.5,6.7.8.9.10,11.12,13.14.15.16.17,18.19.20.21.22.23|. Reported procedure: A stock mixture was made by mechanically blending 366 grams of STPP with 73 grams of sodium sesquicarbonate and 4.50 grams of KNO3. Two samples were taken from the mixture; one was milled in a lab pulverizing mill to approximately 100%-150 μm sieve and the other was left "as is". Both samples were calcined in a lab muffle furnace for one hour at 650° C. Assay of the samples showed that all the STPP in the milled sampled reacted with the sodium sesquicarbonate ("sesqui") to yield a calcined produ...